From a dataset of the Open Reaction Database (ORD), a public repository of structured organic reaction records. describe an organic reaction: reactants, conditions, products, and yield Reactants: CCO, CCOC(=O)c1nn(-c2ccc(Cl)cc2Cl)c(-c2ccc(Cl)cc2)c1Cl, NN. Yields the product NNC(=O)c1nn(-c2ccc(Cl)cc2Cl)c(-c2ccc(Cl)cc2)c1Cl. As a reaction SMILES: [CH2:29]([OH:30])[CH3:31].[Cl:1][c:2]1[c:3]([C:22]([O:24][CH2:23][CH3:25])=[O:26])[n:4][n:5](-[c:14]2[c:15]([Cl:21])[cH:16][c:17]([Cl:20])[cH:18][cH:19]2)[c:6]1-[c:7]1[cH:8][cH:9][c:10]([Cl:13])[cH:11][cH:12]1.[NH2:27][NH2:28]>>[Cl:1][c:2]1[c:3]([C:22](=[O:24])[NH:27][NH2:28])[n:4][n:5](-[c:14]2[c:15]([Cl:21])[cH:16][c:17]([Cl:20])[cH:18][cH:19]2)[c:6]1-[c:7]1[cH:8][cH:9][c:10]([Cl:13])[cH:11][cH:12]1. The reactants are COC(N=C(C(=NC1=CC=C(C=C1)C1=NOC(=N1)C)C1=CC(=C(C(=C1)OC)OC)O)SC)=O ({2-(3-hydroxy-4,5-dimethoxyphenyl)-2-[4-(5-methyl-[1,2,4]oxadiazol-3-yl)phenylimino]-1-methylsulfanylethylidene}carbamic acid methyl ester), COC(=O)C1=C(N=CS1)NN (4-hydrazinothiazole-5-carboxylic acid methyl ester), COC(=O)C=1SC=CC1NN (3-hydrazinothiophene-2-carboxylic acid methyl ester), COC(N=C(C(=NC1=CC=C(C=C1)C1=NOC(=N1)C)C1=C(C(=CC(=C1)OC)O)F)SC)=O ([2-(2-fluoro-3-hydroxy-5-methoxyphenyl)-2-[4-(5-methyl-[1,2,4]oxadiazol-3-yl)phenylimino]-1-methylsulfanylethylidene]carbamic acid methyl ester). The product is C(N)(=N)C1=CC=C(C=C1)N[C@H](C1=NN(C(N1)=O)C1=C(SC=C1)C(=O)O)C1=CC(=C(C(=C1)OC)OC)OCCO ((S)-3-(3-{(4-Carbamimidoylphenylamino)-[3-(2-hydroxyethoxy)-4,5-dimethoxyphenyl]methyl}-5-oxo-4,5-dihydro-[1,2,4]triazol-1-yl)thiophene-2-carboxylic acid). RXN SMILES: CO[C:3](=[O:33])[N:4]=[C:5](SC)[C:6]([C:20]1[CH:25]=[C:24]([O:26][CH3:27])[C:23]([O:28][CH3:29])=[C:22]([OH:30])[CH:21]=1)=[N:7][C:8]1[CH:13]=[CH:12][C:11]([C:14]2[N:18]=C(C)O[N:15]=2)=[CH:10][CH:9]=1.C[O:35][C:36]([C:38]1[S:39][CH:40]=[CH:41][C:42]=1[NH:43][NH2:44])=[O:37].COC(=O)N=C(SC)C(C1C=C(OC)C=C(O)C=1F)=NC1C=CC(C2N=[C:61]([CH3:63])[O:60]N=2)=CC=1.COC(C1SC=NC=1NN)=O>>[C:14]([C:11]1[CH:10]=[CH:9][C:8]([NH:7][C@@H:6]([C:20]2[CH:25]=[C:24]([O:26][CH3:27])[C:23]([O:28][CH3:29])=[C:22]([O:30][CH2:63][CH2:61][OH:60])[CH:21]=2)[C:5]2[NH:4][C:3](=[O:33])[N:43]([C:42]3[CH:41]=[CH:40][S:39][C:38]=3[C:36]([OH:35])=[O:37])[N:44]=2)=[CH:13][CH:12]=1)(=[NH:18])[NH2:15]. Procedure details: The same procedure was carried out as in Example 167, except that {2-(3-hydroxy-4,5-dimethoxyphenyl)-2-[4-(5-methyl-[1,2,4]oxadiazol-3-yl)phenylimino]-1-methylsulfanylethylidene}carbamic acid methyl ester (Example (159a)) and 3-hydrazinothiophene-2-carboxylic acid methyl ester were used instead of respectively the [2-(2-fluoro-3-hydroxy-5-methoxyphenyl)-2-[4-(5-methyl-[1,2,4]oxadiazol-3-yl)phenylimino]-1-methylsulfanylethylidene]carbamic acid methyl ester and 4-hydrazinothiazole-5-carboxylic aci... RXN SMILES: [CH3:31][OH:32].[NH2:1][CH2:2][c:3]1[n:4]([CH2:22][CH:23]([CH3:24])[CH3:25])[c:5](=[O:21])[c:6]2[cH:7][cH:8][c:9]([S:19][CH3:20])[cH:10][c:11]2[c:12]1-[c:13]1[cH:14][cH:15][cH:16][cH:17][cH:18]1.[Na+:33].[OH2:38].[OH:34][C:35](=[O:36])[O-:37].[S:26]([OH:27])(=[O:28])(=[O:29])[OH:30]>>[NH2:1][CH2:2][c:3]1[n:4]([CH2:22][CH:23]([CH3:24])[CH3:25])[c:5](=[O:21])[c:6]2[cH:7][cH:8][c:9]([S:19]([CH3:20])=[O:27])[cH:10][c:11]2[c:12]1-[c:13]1[cH:14][cH:15][cH:16][cH:17][cH:18]1. The product is CC(C)Cn1c(CN)c(-c2ccccc2)c2cc(S(C)=O)ccc2c1=O. Reactants: CO, CSc1ccc2c(=O)n(CC(C)C)c(CN)c(-c3ccccc3)c2c1, [Na+], O, O=C([O-])O, O=S(=O)(O)O. The reactants are CC(C)(C)OC(=O)CC(CCCC1CCCCC1)c1nc(CN)no1, O=S(=O)(Cl)c1ccccc1. Product: CC(C)(C)OC(=O)CC(CCCC1CCCCC1)c1nc(CNS(=O)(=O)c2ccccc2)no1. Reaction SMILES: [NH2:1][CH2:2][c:3]1[n:4][o:5][c:6]([CH:8]([CH2:9][C:10](=[O:11])[O:12][C:13]([CH3:14])([CH3:15])[CH3:16])[CH2:17][CH2:18][CH2:19][CH:20]2[CH2:21][CH2:22][CH2:23][CH2:24][CH2:25]2)[n:7]1.[c:26]1([S:32](=[O:33])(=[O:34])[Cl:35])[cH:27][cH:28][cH:29][cH:30][cH:31]1>>[NH:1]([CH2:2][c:3]1[n:4][o:5][c:6]([CH:8]([CH2:9][C:10](=[O:11])[O:12][C:13]([CH3:14])([CH3:15])[CH3:16])[CH2:17][CH2:18][CH2:19][CH:20]2[CH2:21][CH2:22][CH2:23][CH2:24][CH2:25]2)[n:7]1)[S:32]([c:26]1[cH:27][cH:28][cH:29][cH:30][cH:31]1)(=[O:33])=[O:34]. Reactants: NCC=1OC=C(C(C1)=O)O (2-aminomethyl-5-hydroxy-pyran-4-one), COC=C1C(NC(C2=CC=C(C=C12)N1C=CC=C1)=O)=O (4-methoxymethylene-6-pyrrol-1-yl-4H-isoquinoline-1,3-dione). Run in CN(C=O)C (N,N-dimethylformamide). Reaction conditions: time 1 hour. The product is OC=1C(C=C(OC1)CNC=C1C(NC(C2=CC=C(C=C12)N1C=CC=C1)=O)=O)=O (4-{[(5-Hydroxy-4-oxo-4H-pyran-2-ylmethyl)-amino]-methylene}-6-pyrrol-1-yl-4H-isoquinoline-1,3-dione). RXN SMILES: [NH2:1][CH2:2][C:3]1[O:4][CH:5]=[C:6]([OH:10])[C:7](=[O:9])[CH:8]=1.CO[CH:13]=[C:14]1[C:23]2[C:18](=[CH:19][CH:20]=[C:21]([N:24]3[CH:28]=[CH:27][CH:26]=[CH:25]3)[CH:22]=2)[C:17](=[O:29])[NH:16][C:15]1=[O:30]>CN(C)C=O>[OH:10][C:6]1[C:7](=[O:9])[CH:8]=[C:3]([CH2:2][NH:1][CH:13]=[C:14]2[C:23]3[C:18](=[CH:19][CH:20]=[C:21]([N:24]4[CH:28]=[CH:27][CH:26]=[CH:25]4)[CH:22]=3)[C:17](=[O:29])[NH:16][C:15]2=[O:30])[O:4][CH:5]=1. Procedure details: A mixture of 2-aminomethyl-5-hydroxy-pyran-4-one (106 mg, 0.75 mmole), 4 mL of N,N-dimethylformamide and 4-methoxymethylene-6-pyrrol-1-yl-4H-isoquinoline-1,3-dione (201 mg, 0.80 mmole) is stirred for one hour at ambient temperature. The reaction mixture is evaporated to dryness, dissolved in 7.5% methanol in chloroform passed through Florisil eluting with 7.5% methanol in chloroform. The eluate is evaporated, treated with acetonitrile, the resulting solid filtered and dried to give a beige solid... Reactants: acid chloride, ClC1=CC=C(C=C1)NC(C(=O)O)C(C)C (2-(4-chlorophenylamino)-3-methylbutanoic acid), FC1=C(C=CC(=C1)C(F)(F)F)NC(C(=O)O)C(C)C (2-(2-fluoro-4-trifluoromethylphenylamino)-3-methylbutanoic acid), C(C1=CC=CC=C1)(=O)C1=CC=CC(=N1)CO ((6-benzoyl-2-pyridyl)methanol). Product: ClC1=CC=C(C=C1)NC(C(=O)OCC1=NC(=CC=C1)C(C1=CC=CC=C1)=O)C(C)C ((6-benzoyl2-pyridyl)methyl 2-(4-chlorophenylamino)-3-methylbutanoate), FC1=C(C=CC(=C1)C(F)(F)F)NC(C(=O)OCC1=NC(=CC=C1)C(C1=CC=CC=C1)=O)C(C)C ((6-benzoyl-2-pyridyl)methyl 2-(2-fluoro-4-trifluoromethylphenylamino)-3-methylbutanoate). As a reaction SMILES: [Cl:1][C:2]1[CH:7]=[CH:6][C:5]([NH:8][CH:9]([CH:13]([CH3:15])[CH3:14])[C:10]([OH:12])=[O:11])=[CH:4][CH:3]=1.[F:16][C:17]1[CH:22]=[C:21]([C:23]([F:26])([F:25])[F:24])[CH:20]=[CH:19][C:18]=1[NH:27][CH:28]([CH:32]([CH3:34])[CH3:33])[C:29]([OH:31])=[O:30].[C:35]([C:43]1[N:48]=[C:47]([CH2:49][OH:50])[CH:46]=[CH:45][CH:44]=1)(=[O:42])[C:36]1[CH:41]=[CH:40][CH:39]=[CH:38][CH:37]=1>>[Cl:1][C:2]1[CH:3]=[CH:4][C:5]([NH:8][CH:9]([CH:13]([CH3:15])[CH3:14])[C:10]([O:12][CH2:49][C:47]2[CH:46]=[CH:45][CH:44]=[C:43]([C:35](=[O:42])[C:36]3[CH:37]=[CH:38][CH:39]=[CH:40][CH:41]=3)[N:48]=2)=[O:11])=[CH:6][CH:7]=1.[F:16][C:17]1[CH:22]=[C:21]([C:23]([F:26])([F:25])[F:24])[CH:20]=[CH:19][C:18]=1[NH:27][CH:28]([CH:32]([CH3:34])[CH3:33])[C:29]([O:31][CH2:35][C:43]1[CH:44]=[CH:45][CH:46]=[C:47]([C:49](=[O:50])[C:2]2[CH:3]=[CH:4][CH:5]=[CH:6][CH:7]=2)[N:48]=1)=[O:30]. Procedure details: Following the procedure of Example 1, the acid chloride of each of 2-(4-chlorophenylamino)-3-methylbutanoic acid and 2-(2-fluoro-4-trifluoromethylphenylamino)-3-methylbutanoic acid is reacted with (6-benzoyl-2-pyridyl)methanol to yield (6-benzoyl2-pyridyl)methyl 2-(4-chlorophenylamino)-3-methylbutanoate and (6-benzoyl-2-pyridyl)methyl 2-(2-fluoro-4-trifluoromethylphenylamino)-3-methylbutanoate. The reactants are COc1ccc(Br)cc1C, [Li]CCCC, C1CCOC1, [Cl-], [Na+], CN(C)C=O. Yields the product COc1ccc(C=O)cc1C. RXN SMILES: [Br:6][c:7]1[cH:8][cH:9][c:10]([O:14][CH3:15])[c:11]([CH3:13])[cH:12]1.[CH2:1]([Li:2])[CH2:3][CH2:4][CH3:5].[CH2:23]1[O:24][CH2:25][CH2:26][CH2:27]1.[Cl-:22].[Na+:21].[O:16]=[CH:17][N:18]([CH3:19])[CH3:20]>>[c:7]1([CH:17]=[O:16])[cH:8][cH:9][c:10]([O:14][CH3:15])[c:11]([CH3:13])[cH:12]1.